Dataset: the Open Reaction Database (ORD), a public repository of structured organic reaction records. Task: describe an organic reaction: reactants, conditions, products, and yield Reactants: COC(=O)c1cc(-c2ccc(C)cc2)c(OCc2ccccc2)c(C(C)(C)C)c1, C[Si](C)(C)I, CC#N. Yields the product COC(=O)c1cc(-c2ccc(C)cc2)c(O)c(C(C)(C)C)c1. As a reaction SMILES: [CH2:1]([c:2]1[cH:3][cH:4][cH:5][cH:6][cH:7]1)[O:8][c:9]1[c:10]([C:26]([CH3:27])([CH3:28])[CH3:29])[cH:11][c:12]([C:22](=[O:23])[O:24][CH3:25])[cH:13][c:14]1-[c:15]1[cH:16][cH:17][c:18]([CH3:21])[cH:19][cH:20]1.[CH3:30][Si:31]([I:32])([CH3:33])[CH3:34].[CH3:35][C:36]#[N:37]>>[OH:8][c:9]1[c:10]([C:26]([CH3:27])([CH3:28])[CH3:29])[cH:11][c:12]([C:22](=[O:23])[O:24][CH3:25])[cH:13][c:14]1-[c:15]1[cH:16][cH:17][c:18]([CH3:21])[cH:19][cH:20]1. Product: CCOC(=O)c1cnc(N)c2c(COc3cc(-c4nnc(-c5ccc(Cl)cc5)o4)ccc3C)csc12. Reactants: CCOC(=O)c1cnc(Cl)c2c(COc3cc(-c4nnc(-c5ccc(Cl)cc5)o4)ccc3C)csc12, CC(C)O, N. As a reaction SMILES: [CH2:2]([CH3:3])[O:4][C:5](=[O:6])[c:7]1[c:8]2[c:9]([c:10]([Cl:13])[n:11][cH:12]1)[c:14]([CH2:17][O:18][c:19]1[c:20]([CH3:37])[cH:21][cH:22][c:23](-[c:25]3[o:26][c:27](-[c:30]4[cH:31][cH:32][c:33]([Cl:36])[cH:34][cH:35]4)[n:28][n:29]3)[cH:24]1)[cH:15][s:16]2.[CH3:38][CH:39]([OH:40])[CH3:41].[NH3:1]>>[NH2:1][c:10]1[c:9]2[c:8]([c:7]([C:5]([O:4][CH2:2][CH3:3])=[O:6])[cH:12][n:11]1)[s:16][cH:15][c:14]2[CH2:17][O:18][c:19]1[c:20]([CH3:37])[cH:21][cH:22][c:23](-[c:25]2[o:26][c:27](-[c:30]3[cH:31][cH:32][c:33]([Cl:36])[cH:34][cH:35]3)[n:28][n:29]2)[cH:24]1. Starting materials: Cl, C1CNCCNC1, [Na+], [OH-], O, O=C(Cl)c1ccco1. Product: O=C(c1ccco1)N1CCCNCC1. As a reaction SMILES: [ClH:8].[NH:1]1[CH2:2][CH2:3][NH:4][CH2:5][CH2:6][CH2:7]1.[Na+:18].[OH-:17].[OH2:19].[o:9]1[c:10]([C:14](=[O:15])[Cl:16])[cH:11][cH:12][cH:13]1>>[N:1]1([C:14]([c:10]2[o:9][cH:13][cH:12][cH:11]2)=[O:15])[CH2:2][CH2:3][NH:4][CH2:5][CH2:6][CH2:7]1.